Dataset: the Open Reaction Database (ORD), a public repository of structured organic reaction records. Task: describe an organic reaction: reactants, conditions, products, and yield Starting materials: CCO, CCOC(=O)c1ccc(OCC(=O)c2ccc3c(c2)C(C)(C)CCC3(C)C)cc1, CS(C)=O, [K+], [OH-], O. The product is CC1(C)CCC(C)(C)c2cc(C(=O)COc3ccc(C(=O)O)cc3)ccc21. RXN SMILES: [CH2:37]([OH:38])[CH3:39].[CH3:1][C:2]1([CH3:29])[c:3]2[cH:4][cH:5][c:6]([C:14]([CH2:15][O:16][c:17]3[cH:18][cH:19][c:20]([C:23](=[O:24])[O:25][CH2:26][CH3:27])[cH:21][cH:22]3)=[O:28])[cH:7][c:8]2[C:9]([CH3:12])([CH3:13])[CH2:10][CH2:11]1.[CH3:32][S:33]([CH3:34])=[O:35].[K+:31].[OH-:30].[OH2:36]>>[CH3:1][C:2]1([CH3:29])[c:3]2[cH:4][cH:5][c:6]([C:14]([CH2:15][O:16][c:17]3[cH:18][cH:19][c:20]([C:23](=[O:24])[OH:25])[cH:21][cH:22]3)=[O:28])[cH:7][c:8]2[C:9]([CH3:12])([CH3:13])[CH2:10][CH2:11]1.